Task: describe an organic reaction: reactants, conditions, products, and yield. Dataset: the Open Reaction Database (ORD), a public repository of structured organic reaction records Starting materials: CC=1C=C(N)C=C(C1C)C (3,4,5-trimethylaniline), CC=1C=C(N)C=C(C1CC)C (3,5-dimethyl-4-ethylaniline), C(C)C=1C=C(N)C=C(C1)C (3-ethyl-5-methylaniline), CC=1C=C(N)C=C(C1)C (3,5-dimethylaniline). Yields the product N-isopropyl-3,5-diethyl-(or 3-ethyl-5-methyl)aniline, C(C)(C)NC1=CC(=C(C(=C1)C)C)C (N-isopropyl-3,4,5-trimethylaniline), C(C)(C)NC1=CC(=C(C(=C1)C)CC)C (N-isopropyl-3,5-dimethyl-4-ethylaniline). Reaction SMILES: [CH2:1]([C:3]1C=C(C=C(C)C=1)N)[CH3:2].[CH3:11][C:12]1[CH:13]=[C:14]([CH:16]=[C:17]([CH3:20])[C:18]=1[CH3:19])[NH2:15].[CH3:21][C:22]1[CH:23]=[C:24]([CH:26]=[C:27]([CH3:31])[C:28]=1[CH2:29][CH3:30])[NH2:25].[CH3:32][C:33]1C=C(C=C(C)[CH:39]=1)N>>[CH:1]([NH:15][C:14]1[CH:16]=[C:17]([CH3:20])[C:18]([CH3:19])=[C:12]([CH3:11])[CH:13]=1)([CH3:3])[CH3:2].[CH:33]([NH:25][C:24]1[CH:23]=[C:22]([CH3:21])[C:28]([CH2:29][CH3:30])=[C:27]([CH3:31])[CH:26]=1)([CH3:39])[CH3:32]. Procedure: Following the above procedure, but substituting 3,5-diethylaniline, 3-ethyl-5-methylaniline, 3,4,5-trimethylaniline or 3,5-dimethyl-4-ethylaniline for 3,5-dimethylaniline, there is obtained the corresponding N-isopropyl-3,5-diethyl-(or 3-ethyl-5-methyl)aniline, N-isopropyl-3,4,5-trimethylaniline or N-isopropyl-3,5-dimethyl-4-ethylaniline, respectively.